Dataset: the Open Reaction Database (ORD), a public repository of structured organic reaction records. Task: describe an organic reaction: reactants, conditions, products, and yield The reactants are CC1=CCN(C)c2c(CO)cccc21, ClCCl, O=S(Cl)Cl. Product: CC1=CCN(C)c2c(CCl)cccc21. Reaction SMILES: [CH3:1][N:2]1[CH2:3][CH:4]=[C:5]([CH3:14])[c:6]2[cH:7][cH:8][cH:9][c:10]([CH2:12][OH:13])[c:11]21.[Cl:19][CH2:20][Cl:21].[S:15]([Cl:16])([Cl:17])=[O:18]>>[CH3:1][N:2]1[CH2:3][CH:4]=[C:5]([CH3:14])[c:6]2[cH:7][cH:8][cH:9][c:10]([CH2:12][Cl:17])[c:11]21.